From a dataset of the Open Reaction Database (ORD), a public repository of structured organic reaction records. describe an organic reaction: reactants, conditions, products, and yield The reactants are BrC1=NNC(=C1C=O)Br (3,5-Dibromo-1H-pyrazole-4-carbaldehyde), C([O-])([O-])=O.[K+].[K+] (potassium carbonate), COC1=CC=C(CBr)C=C1 (4-methoxybenzyl bromide). Solvent: CN(C=O)C (N,N-dimethylformamide). Conditions: time 10 minute. Yields the product BrC1=NN(C(=C1C=O)Br)CC1=CC=C(C=C1)OC (3,5-Dibromo-1-(4-methoxybenzyl)-1H-pyrazole-4-carbaldehyde). The yield is 91.8%. Reaction SMILES: [Br:1][C:2]1[C:6]([CH:7]=[O:8])=[C:5]([Br:9])[NH:4][N:3]=1.C(=O)([O-])[O-].[K+].[K+].[CH3:16][O:17][C:18]1[CH:25]=[CH:24][C:21]([CH2:22]Br)=[CH:20][CH:19]=1>CN(C)C=O>[Br:1][C:2]1[C:6]([CH:7]=[O:8])=[C:5]([Br:9])[N:4]([CH2:22][C:21]2[CH:24]=[CH:25][C:18]([O:17][CH3:16])=[CH:19][CH:20]=2)[N:3]=1 |f:1.2.3|. Procedure details: 3,5-Dibromo-1H-pyrazole-4-carbaldehyde (987.9 mg, 3.89 mmol) and potassium carbonate (1.613 g, 11.67 mmol) were dissolved in N,N-dimethylformamide (39 mL) at 25° C. under Ar. 4-methoxybenzyl bromide (617 μl, 4.28 mmol) was added dropwise. The reaction mixture was allowed to stir for 2 h 10 min. The reaction was stopped, quenched by addition of saturated aqueous ammonium chloride (30 mL), and the mixture extracted with ethyl acetate (3×30 mL). The combined organic phases were washed with saturate... Starting materials: CCC(C)=O, CS(=O)(=O)O, CC1(C)CC(c2ccccc2N2CCN(CC3CC3)CC2)CC(C)(C)C1. As a reaction SMILES: [CH2:32]([C:33]([CH3:34])=[O:35])[CH3:36].[CH3:27][S:28]([OH:29])(=[O:30])=[O:31].[CH:1]1([CH2:4][N:5]2[CH2:6][CH2:7][N:8]([c:11]3[c:12]([CH:17]4[CH2:18][C:19]([CH3:25])([CH3:26])[CH2:20][C:21]([CH3:23])([CH3:24])[CH2:22]4)[cH:13][cH:14][cH:15][cH:16]3)[CH2:9][CH2:10]2)[CH2:2][CH2:3]1>>[CH3:27][S:28](=[O:29])(=[O:30])[OH:31].[CH:1]1([CH2:4][N:5]2[CH2:6][CH2:7][N:8]([c:11]3[c:12]([CH:17]4[CH2:18][C:19]([CH3:25])([CH3:26])[CH2:20][C:21]([CH3:23])([CH3:24])[CH2:22]4)[cH:13][cH:14][cH:15][cH:16]3)[CH2:9][CH2:10]2)[CH2:2][CH2:3]1. Product: CS(=O)(=O)O, CC1(C)CC(c2ccccc2N2CCN(CC3CC3)CC2)CC(C)(C)C1. The reactants are Br[C@@H]1C(N[C@@H](CCCCCC1)C(=O)OCC)=O (Cis ethyl 3-bromo-2-oxo-1-azacyclodecane-10-carboxylate). The reagents and catalysts are C(C)(=O)[O-].[Ag+] (Silver acetate). The solvent is CN(C=O)C (dimethylformamide), C(C)(=O)OCC (ethyl acetate). Conditions: temperature 100 celsius. Yields the product C(C)(=O)O[C@@H]1C(N[C@@H](CCCCCC1)C(=O)OCC)=O (cis ethyl 3-acetoxy-2-oxo-1-azacyclodecane-10-carboxylate). As a reaction SMILES: Br[C@H:2]1[CH2:11][CH2:10][CH2:9][CH2:8][CH2:7][CH2:6][C@@H:5]([C:12]([O:14][CH2:15][CH3:16])=[O:13])[NH:4][C:3]1=[O:17]>CN(C)C=O.C(OCC)(=O)C.C([O-])(=O)C.[Ag+]>[C:12]([O:14][C@H:2]1[CH2:11][CH2:10][CH2:9][CH2:8][CH2:7][CH2:6][C@@H:5]([C:12]([O:14][CH2:15][CH3:16])=[O:13])[NH:4][C:3]1=[O:17])(=[O:13])[CH3:5] |f:3.4|. Procedure details: Cis ethyl 3-bromo-2-oxo-1-azacyclodecane-10-carboxylate (2.96 g, 9.67 mmol) is dissolved in dimethylformamide (30 mL). Silver acetate (6.35 g, 38 mmol) is added, and the reaction is heated to 100° C. for 3 hours. After cooling back to room temperature, the reaction is diluted with ethyl acetate (100 mL), filtered through a pad of silica gel, and the solvent is evaporated to give crude cis ethyl 3-acetoxy-2-oxo-1-azacyclodecane-10-carboxylate. Starting materials: C(=O)C1=CN(C=C1)C1=CC=C(C=C1)C=1C(CC(NN1)=O)C (6-[p-(3-formylpyrrol-1-yl)-phenyl]4, 5-dihydro-5-methylpyridazin-3-one), compound, CNC (dimethylamine), C(C)(=O)O (acetic acid), C(#N)[BH3-].[Na+] (sodium cyanoborohydride), [OH-].[Na+] (NaOH). The solvent is CO (methanol), C(C)(=O)OCC.C(C)(=O)O.O (ethyl acetate acetic acid water), O (H2O). Yields the product CN(C)CC1=CN(C=C1)C1=CC=C(C=C1)C=1C(CC(NN1)=O)C (6-[p-(3-dimethylaminomethylpyrrol-1-yl)-phenyl]-4, 5-dihydro-5-methylpyridazin-3-one). Reaction SMILES: [CH:1]([C:3]1[CH:7]=[CH:6][N:5]([C:8]2[CH:13]=[CH:12][C:11]([C:14]3[CH:15]([CH3:21])[CH2:16][C:17](=[O:20])[NH:18][N:19]=3)=[CH:10][CH:9]=2)[CH:4]=1)=O.[CH3:22][NH:23][CH3:24].C(O)(=O)C.C([BH3-])#N.[Na+].[OH-].[Na+]>CO.O.C(OCC)(=O)C.C(O)(=O)C.O>[CH3:22][N:23]([CH2:1][C:3]1[CH:7]=[CH:6][N:5]([C:8]2[CH:13]=[CH:12][C:11]([C:14]3[CH:15]([CH3:21])[CH2:16][C:17](=[O:20])[NH:18][N:19]=3)=[CH:10][CH:9]=2)[CH:4]=1)[CH3:24] |f:3.4,5.6,9.10.11|. Procedure: 4.2 g (15 millimoles) of 6-[p-(3-formylpyrrol-1-yl)-phenyl]4, 5-dihydro-5-methylpyridazin-3-one (compound from Example 1A) in 30 ml of methanol were stirred with 3.36 g (30 millimoles) of 40% strength aqueous dimethylamine solution, 1.8 g (30 millimoles) of acetic acid and 0.75 g (12 millimoles) of sodium cyanoborohydride for 5 hours at room temperature (conversion monitored by thin layer chromatography using SiO2 and 5:2:2 ethyl acetate/acetic acid/water). 50 ml of H2O were added, the mixture w... Starting materials: CCS(=O)(=O)N1CCC(c2c[nH]c3c(C(N)=O)cc(Br)cc23)CC1, O=C([O-])[O-], CC1(C)OB(c2cncc(CNCC3CC3)c2)OC1(C)C, [K+], [K+], C1COCCO1, O. The product is CCS(=O)(=O)N1CCC(c2c[nH]c3c(C(N)=O)cc(-c4cncc(CNCC5CC5)c4)cc23)CC1. Reaction SMILES: [Br:22][c:23]1[cH:24][c:25]2[c:26]([CH:35]3[CH2:36][CH2:37][N:38]([S:41](=[O:42])(=[O:43])[CH2:44][CH3:45])[CH2:39][CH2:40]3)[cH:27][nH:28][c:29]2[c:30]([C:32](=[O:33])[NH2:34])[cH:31]1.[C:52](=[O:53])([O-:54])[O-:55].[CH:1]1([CH2:4][NH:5][CH2:6][c:7]2[cH:8][n:9][cH:10][c:11]([B:13]3[O:14][C:15]([CH3:16])([CH3:17])[C:18]([CH3:19])([CH3:20])[O:21]3)[cH:12]2)[CH2:2][CH2:3]1.[K+:56].[K+:57].[O:46]1[CH2:47][CH2:48][O:49][CH2:50][CH2:51]1.[OH2:58]>>[CH:1]1([CH2:4][NH:5][CH2:6][c:7]2[cH:8][n:9][cH:10][c:11](-[c:23]3[cH:24][c:25]4[c:26]([CH:35]5[CH2:36][CH2:37][N:38]([S:41](=[O:42])(=[O:43])[CH2:44][CH3:45])[CH2:39][CH2:40]5)[cH:27][nH:28][c:29]4[c:30]([C:32](=[O:33])[NH2:34])[cH:31]3)[cH:12]2)[CH2:2][CH2:3]1. Starting materials: [H-], N#CBr, [Na+], C1CCOC1, S=C1Nc2ccccc2Sc2nccn21. Yields the product N#CSC1=Nc2ccccc2Sc2nccn21. As a reaction SMILES: [H-:1].[N:18]#[C:19][Br:20].[Na+:2].[O:21]1[CH2:22][CH2:23][CH2:24][CH2:25]1.[n:3]1[cH:4][cH:5][n:6]2[c:7]1[S:8][c:9]1[c:10]([cH:14][cH:15][cH:16][cH:17]1)[NH:11][C:12]2=[S:13]>>[n:3]1[cH:4][cH:5][n:6]2[c:7]1[S:8][c:9]1[c:10]([cH:14][cH:15][cH:16][cH:17]1)[N:11]=[C:12]2[S:13][C:19]#[N:18].